This data is from the Open Reaction Database (ORD), a public repository of structured organic reaction records. The task is: describe an organic reaction: reactants, conditions, products, and yield The reactants are COc1cc2c(c3c1OC(C)(C)C3)C(c1cccc(N)c1)=NC(C)(C)C2, [Na+], N#CO[Na], C1CCOC1, [OH-]. Yields the product COc1cc2c(c3c1OC(C)(C)C3)C(c1cccc(NC(N)=O)c1)=NC(C)(C)C2. Reaction SMILES: [CH3:5][O:6][c:7]1[cH:8][c:9]2[c:14]([c:15]3[c:16]1[O:17][C:18]([CH3:20])([CH3:21])[CH2:19]3)[C:13]([c:22]1[cH:23][c:24]([NH2:28])[cH:25][cH:26][cH:27]1)=[N:12][C:11]([CH3:29])([CH3:30])[CH2:10]2.[Na+:32].[Na:1][O:2][C:3]#[N:4].[O:33]1[CH2:34][CH2:35][CH2:36][CH2:37]1.[OH-:31]>>[O:2]=[C:3]([NH2:4])[NH:28][c:24]1[cH:23][c:22]([C:13]2=[N:12][C:11]([CH3:29])([CH3:30])[CH2:10][c:9]3[cH:8][c:7]([O:6][CH3:5])[c:16]4[c:15]([c:14]32)[CH2:19][C:18]([CH3:20])([CH3:21])[O:17]4)[cH:27][cH:26][cH:25]1. Conditions: time 3 hour. Product: CC1=C(N=NN1C1=CC=CC=C1)N1C(CNCC1)=O (4-(5-methyl-1-phenyl-1H-[1,2,3]-triazol-4-yl)-3-oxopiperazine). Solvent: Cl.O1CCOCC1 (hydrochloric acid dioxane). Procedure details: 4N hydrochloric acid/dioxane solution (10 ml) was added to tert-butyl 4-(5-methyl-1-phenyl-1H-[1,2,3]triazol-4-yl)-3-oxopiperazine-1-carboxylate prepared in Example 29 followed by stirring at room temperature for 3 hours and the solvent was evaporated in vacuo to give 60 mg of the title compound as a white solid. Starting materials: CC1=C(N=NN1C1=CC=CC=C1)N1C(CN(CC1)C(=O)OC(C)(C)C)=O (tert-butyl 4-(5-methyl-1-phenyl-1H-[1,2,3]triazol-4-yl)-3-oxopiperazine-1-carboxylate). Reaction SMILES: [CH3:1][C:2]1[N:6]([C:7]2[CH:12]=[CH:11][CH:10]=[CH:9][CH:8]=2)[N:5]=[N:4][C:3]=1[N:13]1[CH2:18][CH2:17][N:16](C(OC(C)(C)C)=O)[CH2:15][C:14]1=[O:26]>Cl.O1CCOCC1>[CH3:1][C:2]1[N:6]([C:7]2[CH:12]=[CH:11][CH:10]=[CH:9][CH:8]=2)[N:5]=[N:4][C:3]=1[N:13]1[CH2:18][CH2:17][NH:16][CH2:15][C:14]1=[O:26] |f:1.2|. RXN SMILES: [CH3:1][S@:2]([C:4]1[CH:9]=[CH:8][C:7]([CH3:10])=[CH:6][CH:5]=1)=[O:3].C1CCCCC1.[F:17][C:18]([F:34])([F:33])[C:19](=[O:32])[CH2:20][C:21]([C:24]1[CH:29]=[C:28]([F:30])[CH:27]=[CH:26][C:25]=1[CH3:31])([CH3:23])[CH3:22].C1COCC1>>[F:34][C:18]([F:17])([F:33])[C@@:19]([CH2:1][S@:2]([C:4]1[CH:9]=[CH:8][C:7]([CH3:10])=[CH:6][CH:5]=1)=[O:3])([OH:32])[CH2:20][C:21]([C:24]1[CH:29]=[C:28]([F:30])[CH:27]=[CH:26][C:25]=1[CH3:31])([CH3:23])[CH3:22].[F:34][C:18]([F:17])([F:33])[C@:19]([CH2:1][S@:2]([C:4]1[CH:9]=[CH:8][C:7]([CH3:10])=[CH:6][CH:5]=1)=[O:3])([OH:32])[CH2:20][C:21]([C:24]1[CH:29]=[C:28]([F:30])[CH:27]=[CH:26][C:25]=1[CH3:31])([CH3:23])[CH3:22]. Procedure: To a suspension of (R)-(+)-methyl p-tolylsulfoxide (1.00 g, 6.48 mmol) in 10 mL of anhydrous THF at −78° C. was added LDA mono(tetrahydrofuran), 1.5 M solution in cyclohexane (4.32 mL, 6.48 mmol) over 5 minutes. The resulting clear yellow solution was stirred for an additional 15 minutes. 1,1,1-Trifluoro-4-(5-fluoro-2-methylphenyl)-4-methylpentan-2-one (1.55 g, 5.90 mmol) was then added via cannula with the aid of 4 mL of THF over 5 minutes. After 1 hour at −78° C., the reaction mixture was quen... Starting materials: C[S@@](=O)C1=CC=C(C=C1)C ((R)-(+)-methyl p-tolylsulfoxide), C1CCOC1 (THF), FC(C(CC(C)(C)C1=C(C=CC(=C1)F)C)=O)(F)F (1,1,1-Trifluoro-4-(5-fluoro-2-methylphenyl)-4-methylpentan-2-one), C1CCOC1 (THF), LDA mono(tetrahydrofuran), solution, C1CCCCC1 (cyclohexane). The yield is 27.0%. Product: FC([C@](CC(C)(C)C1=C(C=CC(=C1)F)C)(O)C[S@@](=O)C1=CC=C(C=C1)C)(F)F ((S)-1,1,1-trifluoro-4-(5-fluoro-2-methylphenyl)-4-methyl-2-((R)-toluene-4-sulfinylmethyl)pentan-2-ol), FC([C@@](CC(C)(C)C1=C(C=CC(=C1)F)C)(O)C[S@@](=O)C1=CC=C(C=C1)C)(F)F ((R)-1,1,1-trifluoro-4-(5-fluoro-2-methylphenyl)-4-methyl-2-((R)-toluene-4-sulfinylmethyl)pentan-2-ol). Reaction conditions: time 15 minute. As a reaction SMILES: [H:24][H:25].[N+:1]([O-:2])(=[O:3])[c:4]1[cH:5][c:6]([C:7](=[O:8])[NH2:9])[cH:10][c:11]([S:20]([NH2:21])(=[O:22])=[O:23])[c:12]1[O:13][c:14]1[cH:15][cH:16][cH:17][cH:18][cH:19]1.[OH2:26]>>[NH2:1][c:4]1[cH:5][c:6]([C:7](=[O:8])[NH2:9])[cH:10][c:11]([S:20]([NH2:21])(=[O:22])=[O:23])[c:12]1[O:13][c:14]1[cH:15][cH:16][cH:17][cH:18][cH:19]1. The reactants are [H][H], NC(=O)c1cc([N+](=O)[O-])c(Oc2ccccc2)c(S(N)(=O)=O)c1, O. Product: NC(=O)c1cc(N)c(Oc2ccccc2)c(S(N)(=O)=O)c1.